From a dataset of the Open Reaction Database (ORD), a public repository of structured organic reaction records. describe an organic reaction: reactants, conditions, products, and yield Starting materials: C1(CC1)COC1=C(C=C(C(=C1)F)C)C=1C2=C(N=CN1)C(=C(N2COCC[Si](C)(C)C)C)C(=O)O (4-[2-(cyclopropylmethoxy)-4-fluoro-5-methylphenyl]-6-methyl-5-{[2-(trimethylsilyl)ethoxy]methyl}-5H-pyrrolo[3,2-d]pyrimidine-7-carboxylic acid), NC1CCN(CC1)C(=O)OC(C)(C)C (tert-butyl 4-amino-piperidine-1-carboxylate). The product is C1(CC1)COC1=C(C=C(C(=C1)F)C)C=1C2=C(N=CN1)C(=C(N2COCC[Si](C)(C)C)C)C(=O)NC2CCN(CC2)C(=O)OC(C)(C)C (tert-Butyl 4-{[(4-[2-(cyclopropylmethoxy)-4-fluoro-5-methylphenyl]-6-methyl-5-{[2-(trimethylsilyl)ethoxy]methyl}-5H-pyrrolo[3,2-d]pyrimidin-7-yl)carbonyl]amino}piperidine-1-carboxylate). As a reaction SMILES: [CH:1]1([CH2:4][O:5][C:6]2[CH:11]=[C:10]([F:12])[C:9]([CH3:13])=[CH:8][C:7]=2[C:14]2[C:15]3[N:22]([CH2:23][O:24][CH2:25][CH2:26][Si:27]([CH3:30])([CH3:29])[CH3:28])[C:21]([CH3:31])=[C:20]([C:32]([OH:34])=O)[C:16]=3[N:17]=[CH:18][N:19]=2)[CH2:3][CH2:2]1.[NH2:35][CH:36]1[CH2:41][CH2:40][N:39]([C:42]([O:44][C:45]([CH3:48])([CH3:47])[CH3:46])=[O:43])[CH2:38][CH2:37]1>>[CH:1]1([CH2:4][O:5][C:6]2[CH:11]=[C:10]([F:12])[C:9]([CH3:13])=[CH:8][C:7]=2[C:14]2[C:15]3[N:22]([CH2:23][O:24][CH2:25][CH2:26][Si:27]([CH3:30])([CH3:28])[CH3:29])[C:21]([CH3:31])=[C:20]([C:32]([NH:35][CH:36]4[CH2:37][CH2:38][N:39]([C:42]([O:44][C:45]([CH3:48])([CH3:47])[CH3:46])=[O:43])[CH2:40][CH2:41]4)=[O:34])[C:16]=3[N:17]=[CH:18][N:19]=2)[CH2:3][CH2:2]1. Procedure details: Starting from 4-[2-(cyclopropylmethoxy)-4-fluoro-5-methylphenyl]-6-methyl-5-{[2-(trimethylsilyl)ethoxy]methyl}-5H-pyrrolo[3,2-d]pyrimidine-7-carboxylic acid (example D.c11) and commercially available tert-butyl 4-amino-piperidine-1-carboxylate the title compound is obtained as pale yellow foam.